Dataset: the Open Reaction Database (ORD), a public repository of structured organic reaction records. Task: describe an organic reaction: reactants, conditions, products, and yield The reactants are O=C1CCC(=O)N1Br, COc1cc(OCc2sc(-c3ccc(C(F)(F)F)cc3)nc2C)ccc1-c1noc(=O)[nH]1, CC#N. The product is COc1cc(OCc2sc(-c3ccc(C(F)(F)F)cc3)nc2C)c(Br)cc1-c1noc(=O)[nH]1. Reaction SMILES: [Br:33][N:34]1[C:35](=[O:36])[CH2:37][CH2:38][C:39]1=[O:40].[CH3:1][O:2][c:3]1[c:4](-[c:27]2[n:28][o:29][c:30](=[O:32])[nH:31]2)[cH:5][cH:6][c:7]([O:9][CH2:10][c:11]2[c:12]([CH3:26])[n:13][c:14](-[c:16]3[cH:17][cH:18][c:19]([C:22]([F:23])([F:24])[F:25])[cH:20][cH:21]3)[s:15]2)[cH:8]1.[CH3:41][C:42]#[N:43]>>[CH3:1][O:2][c:3]1[c:4](-[c:27]2[n:28][o:29][c:30](=[O:32])[nH:31]2)[cH:5][c:6]([Br:33])[c:7]([O:9][CH2:10][c:11]2[c:12]([CH3:26])[n:13][c:14](-[c:16]3[cH:17][cH:18][c:19]([C:22]([F:23])([F:24])[F:25])[cH:20][cH:21]3)[s:15]2)[cH:8]1. Starting materials: CC(C(C)(C)C)=O (pinacolone), CC(C)(C(CCCCCCCC)O)C (2,2-dimethyl-3-undecanol), C(C)(C)(C)[Mg]Cl (tert-butyl magnesium chloride), C(C)(C)(C)[Mg]Cl (tert-butyl magnesium chloride), CC(C)(C(CCCCCCCC)=O)C (2,2-dimethyl-3-undecanone), O1C(=CC=C1)C=O (2-furaldehyde), CC(C)(C(CCCCCCCC)=O)C (2,2-dimethyl-3-undecanone), Ketone, C(CCCCCCCC)=O (1-nonanal), CC(C)(C(CCCCCCCC)O)C (2,2-dimethyl-3-undecanol). Reagents/catalysts: O.O.O.O.O.[OH-].[OH-].[Cr].[Cr] (bichromic acid). Product: CC(C(O)C=1OC=CC1)(C)C (2,2-dimethyl-1-(2-furyl)-1-propanol). Reaction SMILES: [CH3:1][C:2](=[O:7])[C:3]([CH3:6])([CH3:5])[CH3:4].[CH:8](=[O:17])[CH2:9][CH2:10]CCCCCC.C([Mg]Cl)(C)(C)C.CC(C)(C(O)CCCCCCCC)C.CC(C)(C(=O)CCCCCCCC)C.O1C=CC=C1C=O>O.O.O.O.O.[OH-].[OH-].[Cr].[Cr]>[CH3:4][C:3]([CH3:6])([CH3:5])[CH:2]([C:1]1[O:17][CH:8]=[CH:9][CH:10]=1)[OH:7] |f:6.7.8.9.10.11.12.13.14|. Procedure details: It should be noted that pinacolone 2a used in Examples 2 and 3 were purchased from Aldrich Chemical. Ketone 2b (2,2-dimethyl-3-undecanone) used in Example 4 was obtained by reacting 1-nonanal with tert-butyl magnesium chloride to synthesize 2,2-dimethyl-3-undecanol and oxidizing the resultant 2,2-dimethyl-3-undecanol with bichromic acid. Ketone 2c (pivalophenone(tert-butylphenyl ketone)) used in Example 5 was purchased from Aldrich Chemical. Ketone 2d (2,2-dimethyl-1-(2-furyl)-1-propanone) used ... The reactants are C1CCNCC1, CS(C)=O, FC(F)(F)c1cccc2c(Cl)n(-c3ccccc3)nc12, O. Product: FC(F)(F)c1cccc2c(N3CCCCC3)n(-c3ccccc3)nc12. Reaction SMILES: [CH2:21]1[CH2:22][CH2:23][NH:24][CH2:25][CH2:26]1.[CH3:28][S:29]([CH3:30])=[O:31].[Cl:1][c:2]1[n:3](-[c:15]2[cH:16][cH:17][cH:18][cH:19][cH:20]2)[n:4][c:5]2[c:6]([C:11]([F:12])([F:13])[F:14])[cH:7][cH:8][cH:9][c:10]12.[OH2:27]>>[c:2]1([N:24]2[CH2:23][CH2:22][CH2:21][CH2:26][CH2:25]2)[n:3](-[c:15]2[cH:16][cH:17][cH:18][cH:19][cH:20]2)[n:4][c:5]2[c:6]([C:11]([F:12])([F:13])[F:14])[cH:7][cH:8][cH:9][c:10]12. Reactants: C(C)OC(O[C@@H]1C=C[C@@H](C1)N1C2=NC(=NC(=C2N=C1)Cl)Cl)=O (Carbonic acid (1S,4R)-4-(2,6-dichloro-purin-9-yl)-cyclopent-2-enyl ester ethyl ester), C(C)C=1N=NNN1 (5-Ethyl-2H-tetrazole), C1(=CC=CC=C1)P(C1=CC=CC=C1)C1=CC=CC=C1 (triphenylphosphine). The reagents and catalysts are C=1C=CC(=CC1)/C=C/C(=O)/C=C/C2=CC=CC=C2.C=1C=CC(=CC1)/C=C/C(=O)/C=C/C2=CC=CC=C2.C=1C=CC(=CC1)/C=C/C(=O)/C=C/C2=CC=CC=C2.[Pd].[Pd] (tris(dibenzylideneacetone)dipalladium(0)). Reaction conditions: time 5 minute. Product: ClC1=NC(=C2N=CN(C2=N1)[C@H]1C=C[C@H](C1)N1N=C(N=N1)CC)Cl (2,6-Dichloro-9-[(1R,4S)-4-(5-ethyl-tetrazol-2-yl)-cyclopent-2-enyl]-9H-purine). As a reaction SMILES: C(OC(=O)O[C@H:6]1[CH2:10][C@@H:9]([N:11]2[CH:19]=[N:18][C:17]3[C:12]2=[N:13][C:14]([Cl:21])=[N:15][C:16]=3[Cl:20])[CH:8]=[CH:7]1)C.[CH2:23]([C:25]1[N:26]=[N:27][NH:28][N:29]=1)[CH3:24].C1(P(C2C=CC=CC=2)C2C=CC=CC=2)C=CC=CC=1>C1C=CC(/C=C/C(/C=C/C2C=CC=CC=2)=O)=CC=1.C1C=CC(/C=C/C(/C=C/C2C=CC=CC=2)=O)=CC=1.C1C=CC(/C=C/C(/C=C/C2C=CC=CC=2)=O)=CC=1.[Pd].[Pd]>[Cl:21][C:14]1[N:13]=[C:12]2[C:17]([N:18]=[CH:19][N:11]2[C@@H:9]2[CH2:10][C@H:6]([N:27]3[N:28]=[N:29][C:25]([CH2:23][CH3:24])=[N:26]3)[CH:7]=[CH:8]2)=[C:16]([Cl:20])[N:15]=1 |f:3.4.5.6.7|. Procedure details: Carbonic acid (1S,4R)-4-(2,6-dichloro-purin-9-yl)-cyclopent-2-enyl ester ethyl ester (Intermediate AC) (3 g, 8.75 mmol), 5-Ethyl-2H-tetrazole (0.94 g. 9.62 mmol), tris(dibenzylideneacetone)dipalladium(0) (0.40 g, 0.44 mmol) and triphenylphosphine (0.35 g, 1.32 mmol) are placed in an oven-dried flask under an atmosphere of argon. Dry deoxygenated THF (40 mL) is added and the reaction mixture is stirred gently for 5 minutes. Triethylamine (20 mL) is added and the reaction mixture is stirred at roo... The reactants are C12CN(CC(CC1)O2)C2=NC(=NC(=C2)CS(=O)(=O)C)C2=CC=C(C=C2)NC(NC2=CC=C(CN(C(OC(C)(C)C)=O)C)C=C2)=O (tert-butyl 4-(3-(4-(4-(8-oxa-3-azabicyclo[3.2.1]octan-3-yl)-6-(methylsulfonylmethyl)pyrimidin-2-yl)phenyl)ureido)benzyl(methyl)carbamate), FC(C(=O)O)(F)F (trifluoroacetic acid). Solvent: ClCCl (dichloromethane). Yields the product C12CN(CC(CC1)O2)C2=NC(=NC(=C2)CS(=O)(=O)C)C2=CC=C(C=C2)NC(NC2=CC=C(CN(C(OC(C)(C)C)=O)C)C=C2)=O (tert-Butyl 4-(3-(4-(4-(8-oxa-3-azabicyclo[3.2.1]octan-3-yl)-6-(methylsulfonylmethyl)pyrimidin-2-yl)phenyl)ureido)benzyl(methyl)carbamate), C12CN(CC(CC1)O2)C2=NC(=NC(=C2)CS(=O)(=O)C)C2=CC=C(C=C2)NC(=O)NC2=CC=C(C=C2)CNC (1-(4-(4-(8-Oxa-3-azabicyclo[3.2.1]octan-3-yl)-6-(methylsulfonylmethyl)pyrimidin-2-yl)phenyl)-3-(4-((methylamino)methyl)phenyl)urea). RXN SMILES: [CH:1]12[O:8][CH:5]([CH2:6][CH2:7]1)[CH2:4][N:3]([C:9]1[CH:14]=[C:13]([CH2:15][S:16]([CH3:19])(=[O:18])=[O:17])[N:12]=[C:11]([C:20]3[CH:25]=[CH:24][C:23]([NH:26][C:27](=[O:45])[NH:28][C:29]4[CH:44]=[CH:43][C:32]([CH2:33][N:34]([CH3:42])[C:35](=[O:41])[O:36][C:37]([CH3:40])([CH3:39])[CH3:38])=[CH:31][CH:30]=4)=[CH:22][CH:21]=3)[N:10]=1)[CH2:2]2.FC(F)(F)C(O)=O>ClCCl>[CH:1]12[O:8][CH:5]([CH2:6][CH2:7]1)[CH2:4][N:3]([C:9]1[CH:14]=[C:13]([CH2:15][S:16]([CH3:19])(=[O:17])=[O:18])[N:12]=[C:11]([C:20]3[CH:21]=[CH:22][C:23]([NH:26][C:27](=[O:45])[NH:28][C:29]4[CH:30]=[CH:31][C:32]([CH2:33][N:34]([CH3:42])[C:35](=[O:41])[O:36][C:37]([CH3:39])([CH3:40])[CH3:38])=[CH:43][CH:44]=4)=[CH:24][CH:25]=3)[N:10]=1)[CH2:2]2.[CH:5]12[O:8][CH:1]([CH2:7][CH2:6]1)[CH2:2][N:3]([C:9]1[CH:14]=[C:13]([CH2:15][S:16]([CH3:19])(=[O:17])=[O:18])[N:12]=[C:11]([C:20]3[CH:21]=[CH:22][C:23]([NH:26][C:27]([NH:28][C:29]4[CH:30]=[CH:31][C:32]([CH2:33][NH:34][CH3:35])=[CH:43][CH:44]=4)=[O:45])=[CH:24][CH:25]=3)[N:10]=1)[CH2:4]2. Procedure details: tert-Butyl 4-(3-(4-(4-(8-oxa-3-azabicyclo[3.2.1]octan-3-yl)-6-(methylsulfonylmethyl)pyrimidin-2-yl)phenyl)ureido)benzyl(methyl)carbamate was prepared as described above. Removal of the Boc group in tert-butyl 4-(3-(4-(4-(8-oxa-3-azabicyclo[3.2.1]octan-3-yl)-6-(methylsulfonylmethyl)pyrimidin-2-yl)phenyl)ureido)benzyl(methyl)carbamate (98.3 mgs, 0.154 mmoles) by treatment with trifluoroacetic acid in dichloromethane gave the title compound. Yield: 70.8 mg (86%). RT 1.63, M+H=537.2. Reactants: [N+](=O)([O-])C1=CC=C(C=O)C=C1 (p-Nitrobenzaldehyde), C(C)(=O)C1=CC=CC=C1 (acetophenone), [OH-].[Na+] (sodium hydroxide). Solvent: C(C)O (ethanol). The product is [N+](=O)([O-])C1=CC=C(C=C1)C(C(CC1=CC=CC=C1)=O)O (3-(p-nitrophenyl)-3-hydroxy-1-phenyl propanone). As a reaction SMILES: [N+:1]([C:4]1[CH:11]=[CH:10][C:7]([CH:8]=[O:9])=[CH:6][CH:5]=1)([O-:3])=[O:2].[C:12]([C:15]1[CH:20]=[CH:19][CH:18]=[CH:17][CH:16]=1)(=O)[CH3:13].[OH-:21].[Na+]>C(O)C>[N+:1]([C:4]1[CH:5]=[CH:6][C:7]([CH:8]([OH:9])[C:13](=[O:21])[CH2:12][C:15]2[CH:20]=[CH:19][CH:18]=[CH:17][CH:16]=2)=[CH:10][CH:11]=1)([O-:3])=[O:2] |f:2.3|. Procedure: p-Nitrobenzaldehyde is reacted with acetophenone and sodium hydroxide in ethanol to produce 3-(p-nitrophenyl)-3-hydroxy-1-phenyl propanone. The resulting compound is reacted with KHSO4 to obtain p-nitrochalcone. p-Nitrochalcone is hydrogenated in the presence of platinum catalyst to produce 3-(p-aminophenyl)-1-phenyl propanone. The resulting compound is reacted with potassium hydroxide and hydrazine in triethylene glycol to produce p-aminodiophenylpropane. p-Aminodiphenylpropane is reacted with ... Starting materials: CCON, Cl, CCC(=O)C1=C(O)CC(c2c(C)cc(C)c(C(N)=S)c2C)CC1=O. Yields the product CCON=C(CC)C1=C(O)CC(c2c(C)cc(C)c(C(N)=S)c2C)CC1=O. RXN SMILES: [CH2:26]([CH3:27])[O:28][NH2:29].[ClH:25].[OH:1][C:2]1=[C:3]([C:21]([CH2:22][CH3:23])=[O:24])[C:4](=[O:20])[CH2:5][CH:6]([c:8]2[c:9]([CH3:19])[c:10]([C:16]([NH2:17])=[S:18])[c:11]([CH3:15])[cH:12][c:13]2[CH3:14])[CH2:7]1>>[OH:1][C:2]1=[C:3]([C:21]([CH2:22][CH3:23])=[N:29][O:28][CH2:26][CH3:27])[C:4](=[O:20])[CH2:5][CH:6]([c:8]2[c:9]([CH3:19])[c:10]([C:16]([NH2:17])=[S:18])[c:11]([CH3:15])[cH:12][c:13]2[CH3:14])[CH2:7]1. The reactants are C(C1=CC=CC=C1)N(C[C@@H](COC1=CC=CC=C1)O)[C@@H](CC1=CC=C(C=C1)NC(=O)C1=CC=C(C(=O)O)C=C1)CO (4-[[[4-((2S)-2-[N-benzyl-N-[(2S)-2-hydroxy-3-phenoxypropyl]amino]-3-hydroxypropyl]phenyl]-amino]carbonyl]benzoic acid), solution, O.ON1N=NC2=C1C=CC=C2 (1-hydroxybenzotriazole hydrate), solution, CN(CCCN=C=NCC)C (1-[3-(dimethylamino)propyl]-3-ethylcarbodiimide), Cl.CN (methylamine hydrochloride). Run in CN(C=O)C (N,N-dimethylformamide), CN(C=O)C (N,N-dimethylformamide), ClCCCl (1,2-dichloroethane), C(C)(=O)OCC (ethyl acetate). Reaction conditions: time 8 hour. Product: C(C1=CC=CC=C1)N(C[C@@H](COC1=CC=CC=C1)O)[C@@H](CC1=CC=C(C=C1)NC(C1=CC=C(C(=O)NC)C=C1)=O)CO (N1-[4-[(2S)-2-[N-benzyl-N-[(2S)-2-hydroxy-3-phenoxypropyl]amino]-3-hydroxypropyl]-phenyl]-N4-methylterephthalamide). RXN SMILES: [CH2:1]([N:8]([C@H:20]([CH2:40][OH:41])[CH2:21][C:22]1[CH:27]=[CH:26][C:25]([NH:28][C:29]([C:31]2[CH:39]=[CH:38][C:34]([C:35]([OH:37])=O)=[CH:33][CH:32]=2)=[O:30])=[CH:24][CH:23]=1)[CH2:9][C@H:10]([OH:19])[CH2:11][O:12][C:13]1[CH:18]=[CH:17][CH:16]=[CH:15][CH:14]=1)[C:2]1[CH:7]=[CH:6][CH:5]=[CH:4][CH:3]=1.O.O[N:44]1[C:48]2C=CC=CC=2N=N1.CN(C)CCCN=C=NCC.Cl.CN>CN(C)C=O.ClCCCl.C(OCC)(=O)C>[CH2:1]([N:8]([C@H:20]([CH2:40][OH:41])[CH2:21][C:22]1[CH:23]=[CH:24][C:25]([NH:28][C:29](=[O:30])[C:31]2[CH:32]=[CH:33][C:34]([C:35]([NH:44][CH3:48])=[O:37])=[CH:38][CH:39]=2)=[CH:26][CH:27]=1)[CH2:9][C@H:10]([OH:19])[CH2:11][O:12][C:13]1[CH:18]=[CH:17][CH:16]=[CH:15][CH:14]=1)[C:2]1[CH:3]=[CH:4][CH:5]=[CH:6][CH:7]=1 |f:1.2,4.5|. Reported procedure: To a solution of 4-[[[4-((2S)-2-[N-benzyl-N-[(2S)-2-hydroxy-3-phenoxypropyl]amino]-3-hydroxypropyl]phenyl]-amino]carbonyl]benzoic acid (14.6 mg) in N,N-dimethylformamide (200 μl) were added 1.0 M solution of 1-hydroxybenzotriazole hydrate in N,N-dimethylformamide (31.6 μl) and 1.0 M solution of 1-[3-(dimethylamino)propyl]-3-ethylcarbodiimide in 1,2-dichloroethane (31.6 μl) at room temperature. To the mixture was added methylamine hydrochloride (2.2 mg) and the whole was stirred overnight. The re... Reactants: C=CCBr, CCc1cc2c(C(F)(F)F)c(C#N)ccc2[nH]1. The product is C=CCn1c(CC)cc2c(C(F)(F)F)c(C#N)ccc21. RXN SMILES: [CH2:18]([CH:19]=[CH2:20])[Br:21].[CH2:1]([CH3:2])[c:3]1[nH:4][c:5]2[cH:6][cH:7][c:8]([C:16]#[N:17])[c:9]([C:12]([F:13])([F:14])[F:15])[c:10]2[cH:11]1>>[CH2:1]([CH3:2])[c:3]1[n:4]([CH2:20][CH:19]=[CH2:18])[c:5]2[cH:6][cH:7][c:8]([C:16]#[N:17])[c:9]([C:12]([F:13])([F:14])[F:15])[c:10]2[cH:11]1.